From a dataset of the Open Reaction Database (ORD), a public repository of structured organic reaction records. describe an organic reaction: reactants, conditions, products, and yield Reactants: CSc1ccc([N+](=O)[O-])cc1, ClCCl, O=C(OO)c1cccc(Cl)c1. Product: CS(=O)c1ccc([N+](=O)[O-])cc1. As a reaction SMILES: [CH3:1][S:2][c:3]1[cH:4][cH:5][c:6]([N+:9](=[O:10])[O-:11])[cH:7][cH:8]1.[Cl:23][CH2:24][Cl:25].[OH:12][O:13][C:14]([c:15]1[cH:16][c:17]([Cl:18])[cH:19][cH:20][cH:21]1)=[O:22]>>[CH3:1][S:2]([c:3]1[cH:4][cH:5][c:6]([N+:9](=[O:10])[O-:11])[cH:7][cH:8]1)=[O:12]. Reactants: C(C1=CC=CC=C1)OC(=O)N1CCN(CC1)C(=O)C(C(=O)NCCOC1=CC(=C(C=C1)CC=1C(NNC1C(C)C)=O)C)(C)C (4-[(4-{2-[2-{[4-(benzyloxycarbonyl)piperazin-1-yl]carbonyl}-2-(methyl)-propionylamino]ethoxy}-2-methylphenyl)methyl]-1,2-dihydro-5-isopropyl-3H-pyrazol-3-one), CC(=O)OC[C@@H]1[C@@H]([C@@H]([C@H]([C@H](O1)Br)OC(=O)C)OC(=O)C)OC(=O)C (acetobromo-α-D-galactose), CC(=O)OC[C@@H]1[C@H]([C@@H]([C@H]([C@H](O1)Br)OC(=O)C)OC(=O)C)OC(=O)C (acetobromo-α-D-glucose). Yields the product C(C)(=O)O[C@H]1[C@@H](O[C@@H]([C@@H]([C@@H]1OC(C)=O)OC(C)=O)COC(C)=O)OC1=NNC(=C1CC1=C(C=C(C=C1)OCCNC(C(C)(C)C(=O)N1CCN(CC1)C(=O)OCC1=CC=CC=C1)=O)C)C(C)C (3-(2,3,4,6-Tetra-O-acetyl-β-D-galactopyranosyloxy)-4-[(4-{2-[2-{[4-(benzyloxycarbonyl)piperazin-1-yl]carbonyl}-2-(methyl)propionylamino]ethoxy}-2-methylphenyl)methyl]-5-isopropyl-1H-pyrazole). Reaction SMILES: [CH2:1]([O:8][C:9]([N:11]1[CH2:16][CH2:15][N:14]([C:17]([C:19]([CH3:44])([CH3:43])[C:20]([NH:22][CH2:23][CH2:24][O:25][C:26]2[CH:31]=[CH:30][C:29]([CH2:32][C:33]3[C:34](=[O:41])[NH:35][NH:36][C:37]=3[CH:38]([CH3:40])[CH3:39])=[C:28]([CH3:42])[CH:27]=2)=[O:21])=[O:18])[CH2:13][CH2:12]1)=[O:10])[C:2]1[CH:7]=[CH:6][CH:5]=[CH:4][CH:3]=1.[CH3:45][C:46]([O:48][CH2:49][C@H:50]1[O:55][C@H:54](Br)[C@H:53]([O:57][C:58]([CH3:60])=[O:59])[C@@H:52]([O:61][C:62]([CH3:64])=[O:63])[C@H:51]1[O:65][C:66]([CH3:68])=[O:67])=[O:47].CC(OC[C@H]1O[C@H](Br)[C@H](OC(C)=O)[C@@H](OC(C)=O)[C@@H]1OC(C)=O)=O>>[C:58]([O:57][C@@H:53]1[C@@H:52]([O:61][C:62](=[O:63])[CH3:64])[C@@H:51]([O:65][C:66](=[O:67])[CH3:68])[C@@H:50]([CH2:49][O:48][C:46](=[O:47])[CH3:45])[O:55][C@H:54]1[O:41][C:34]1[C:33]([CH2:32][C:29]2[CH:30]=[CH:31][C:26]([O:25][CH2:24][CH2:23][NH:22][C:20](=[O:21])[C:19]([C:17]([N:14]3[CH2:13][CH2:12][N:11]([C:9]([O:8][CH2:1][C:2]4[CH:7]=[CH:6][CH:5]=[CH:4][CH:3]=4)=[O:10])[CH2:16][CH2:15]3)=[O:18])([CH3:44])[CH3:43])=[CH:27][C:28]=2[CH3:42])=[C:37]([CH:38]([CH3:39])[CH3:40])[NH:36][N:35]=1)(=[O:59])[CH3:60]. Procedure details: The title compound was prepared in a similar manner to that described in Reference Example 17 using 4-[(4-{2-[2-{[4-(benzyloxycarbonyl)piperazin-1-yl]carbonyl}-2-(methyl)-propionylamino]ethoxy}-2-methylphenyl)methyl]-1,2-dihydro-5-isopropyl-3H-pyrazol-3-one and acetobromo-α-D-galactose instead of 4-{[4-(3-benzyloxypropoxy)phenyl]methyl}-1,2-dihydro-5-isopropyl-3H-pyrazol-3-one and acetobromo-α-D-glucose, respectively.